Dataset: the Open Reaction Database (ORD), a public repository of structured organic reaction records. Task: describe an organic reaction: reactants, conditions, products, and yield Reactants: C(CCC)C1=CC=C(S1)[C@H]1[C@@H](C1)CN1C[C@H](O[C@H](C1)C)C (4-[2-(5-n-butylthiophen-2-yl)-trans-cyclopropylmethyl]-2,6-cis-dimethylmorpholine), C(CCC)C=1SC=CC1 (2-n-butylthiophene), P(=O)(Cl)(Cl)Cl (Phosphorus oxychloride), CN(C1=CC=CC=C1)C=O (N-methylformanilide), ice water, C([O-])([O-])=O.[Na+].[Na+] (sodium carbonate). Reaction conditions: temperature 0 celsius, time 3 hour. Yields the product C(CCC)C1=CC=C(S1)C=O (5-n-butyl-2-thiophenecarboxaldehyde). The yield is 99.0%. RXN SMILES: [CH2:1]([C:5]1[S:9][C:8]([C@@H:10]2C[C@H]2CN2C[C@H](C)O[C@H](C)C2)=[CH:7][CH:6]=1)[CH2:2][CH2:3][CH3:4].P(Cl)(Cl)(Cl)=[O:23].CN(C=O)C1C=CC=CC=1.C(C1SC=CC=1)CCC.C(=O)([O-])[O-].[Na+].[Na+]>>[CH2:1]([C:5]1[S:9][C:8]([CH:10]=[O:23])=[CH:7][CH:6]=1)[CH2:2][CH2:3][CH3:4] |f:4.5.6|. Reported procedure: This Example illustrates the preparation of 4-[2-(5-n-butylthiophen-2-yl)-trans-cyclopropylmethyl]-2,6-cis-dimethylmorpholine (Compound No. 8 in Table I). Phosphorus oxychloride (12.02 g, 0.078 mol) was added dropwise to N-methylformanilide (10.62 g, 0.079 mol) and a yellow solid was produced. This was cooled to 0° C. for 1/2 hour, then 2-n-butylthiophene (10 g, 0.071 mol) was added dropwise and the mixture stirred at room temperature for 3 hours. The mixture was poured into ice/water, neutralis... Starting materials: OC=1C(N(C2=CC=CC=C2C1C(=O)OCC)C)=O (ethyl 3-hydroxy-1-methyl-2-oxo-1,2-dihydroquinoline-4-carboxylate), COC=1C=C2C(C(NC2=CC1)=O)=O (5-methoxyindoline-2,3-dione). Product: OC=1C(NC2=CC=C(C=C2C1C(=O)OCC)OC)=O (ethyl 3-hydroxy-6-methoxy-2-oxo-1,2-dihydroquinoline-4-carboxylate). As a reaction SMILES: [OH:1][C:2]1[C:3](=[O:18])[N:4](C)[C:5]2[C:10]([C:11]=1[C:12]([O:14][CH2:15][CH3:16])=[O:13])=[CH:9][CH:8]=[CH:7][CH:6]=2.[CH3:19][O:20]C1C=C2C(=CC=1)NC(=O)C2=O>>[OH:1][C:2]1[C:3](=[O:18])[NH:4][C:5]2[C:10]([C:11]=1[C:12]([O:14][CH2:15][CH3:16])=[O:13])=[CH:9][C:8]([O:20][CH3:19])=[CH:7][CH:6]=2. Procedure details: Intermediate 27 was prepared as a white powder following the procedure described for Intermediate 16 by replacing indoline-2,3-dione with 5-methoxyindoline-2,3-dione. 1H NMR (400 MHz, DMSO-d6) δ ppm 12.20 (1 H, s), 10.22 (1 H, br. s.), 7.27 (1H, d, J=8.8 Hz), 7.04 (1H, dd, J=9.1, 2.5 Hz), 6.82 (1 H, d, J=2.5 Hz), 4.41 (2 H, q, J=7.1 Hz), 3.32 (3 H, s), 1.35 (3 H, t, J=7.1 Hz). LC-MS (ESI) m/z 264.0 (M+H), RT=1.64 min (Method B). The reactants are [N+](=O)([O-])C1=CC=CC=2C(C(OC21)C(=O)OCC)=O (ethyl 2,3-dihydro-7-nitrobenzofuran-3-on-2-ylcarboxylate), aqueous solution, [OH-].[Na+] (sodium hydroxide), S(O)(O)(=O)=O (sulfuric acid). Product: [N+](=O)([O-])C1=CC=CC=2C(COC21)=O (2,3-dihydro-7-nitro-3-benzofuranone). RXN SMILES: [N+:1]([C:4]1[C:12]2[O:11][CH:10](C(OCC)=O)[C:9](=[O:18])[C:8]=2[CH:7]=[CH:6][CH:5]=1)([O-:3])=[O:2].[OH-].[Na+].S(=O)(=O)(O)O>>[N+:1]([C:4]1[C:12]2[O:11][CH2:10][C:9](=[O:18])[C:8]=2[CH:7]=[CH:6][CH:5]=1)([O-:3])=[O:2] |f:1.2|. Reported procedure: In a flask 3.77 g (0.015 mole) of ethyl 2,3-dihydro-7-nitrobenzofuran-3-on-2-ylcarboxylate is suspended in 75 mL of a 5% aqueous solution of sodium hydroxide which is heated at reflux until all solid has gone into solution. The solution is cooled to ambient temperature, and dilute sulfuric acid is added cautiously until there is no further evidence of decarboxylation. The product is extracted with ethyl acetate, and the combined extracts are dried over anhydrous magnesium sulfate and filtered. T... As a reaction SMILES: [C:27](=[O:28])([O-:29])[O-:30].[CH:1]([c:2]1[cH:3][cH:4][cH:5][cH:6][cH:7]1)([c:8]1[cH:9][cH:10][cH:11][cH:12][cH:13]1)[N:14]1[CH2:15][CH2:16][NH:17][CH2:18][CH2:19]1.[Cl:20][CH2:21][CH2:22][O:23][CH2:24][CH2:25][OH:26].[I-:34].[K+:31].[K+:32].[K+:33].[O:35]=[CH:36][N:37]([CH3:38])[CH3:39]>>[CH:1]([c:2]1[cH:3][cH:4][cH:5][cH:6][cH:7]1)([c:8]1[cH:9][cH:10][cH:11][cH:12][cH:13]1)[N:14]1[CH2:15][CH2:16][N:17]([CH2:21][CH2:22][O:23][CH2:24][CH2:25][OH:26])[CH2:18][CH2:19]1. Reactants: O=C([O-])[O-], c1ccc(C(c2ccccc2)N2CCNCC2)cc1, OCCOCCCl, [I-], [K+], [K+], [K+], CN(C)C=O. Yields the product OCCOCCN1CCN(C(c2ccccc2)c2ccccc2)CC1. The reactants are C(C(=C)C)(=O)OC (methyl methacrylate), C(C(=C)C)(=O)OC (methyl methacrylate), N1=C(C=CC=C1)C1=NC=CC=C1 (2,2′-bipyridine), BrCC1=CC=C(C=C1)CBr (α,α′-dibromo-p-xylene), C(C=C)(=O)OCCCC (butyl acrylate). Reagents/catalysts: [Cu]Br (copper (I) bromide). Reaction conditions: temperature 100 celsius, time 8 hour. Yields the product C(C(=C)C)(=O)OC.C(C=C)(=O)OCCCC.C(C(=C)C)(=O)OC (Methyl Methacrylate/Butyl Acrylate Methyl Methacrylate). Reaction SMILES: N1C=CC=CC=1C1C=CC=CN=1.BrCC1C=CC(CBr)=CC=1.[C:23]([O:27][CH2:28][CH2:29][CH2:30][CH3:31])(=[O:26])[CH:24]=[CH2:25].[C:32]([O:37][CH3:38])(=[O:36])[C:33]([CH3:35])=[CH2:34]>[Cu]Br>[C:32]([O:37][CH3:38])(=[O:36])[C:33]([CH3:35])=[CH2:34].[C:23]([O:27][CH2:28][CH2:29][CH2:30][CH3:31])(=[O:26])[CH:24]=[CH2:25].[C:32]([O:37][CH3:38])(=[O:36])[C:33]([CH3:35])=[CH2:34] |f:5.6.7|. Reported procedure: To a 10 ml round bottom flask with a stir bar, 2,2′-bipyridine (32.8 mg, 0.21 mmol), copper (I) bromide (10.2 mg, 0.07 mmol), and α,α′-dibromo-p-xylene (18.5 mg, 0.07 mmol) were added. The flask was sealed with a rubber septum and the contents of the flask degassed by applying a vacuum and backfilling with argon. Degassed butyl acrylate (5.0 ml, 34.9 mmol) was added via syringe. The reaction mixture was heated at 100° C. and stirred. After eight hours the reaction was viscous. Conversion was fou... Starting materials: ClC1=C(C#N)C=C(C(=N1)C1=C(C=C(C=C1)Cl)Cl)C1=CC=C(C=C1)Cl (2-Chloro-5-(4-chlorophenyl)-6-(2,4-dichlorophenyl)nicotinonitrile), [Br-].FC=1C=C(C[Zn+])C=CC1F (3,4-diflourobenzylzinc bromide), solution. The reagents and catalysts are [Pd].C1(=CC=CC=C1)P(C1=CC=CC=C1)C1=CC=CC=C1.C1(=CC=CC=C1)P(C1=CC=CC=C1)C1=CC=CC=C1.C1(=CC=CC=C1)P(C1=CC=CC=C1)C1=CC=CC=C1.C1(=CC=CC=C1)P(C1=CC=CC=C1)C1=CC=CC=C1 (tetrakis(triphenylphosphine) palladium (0)). Run in C1CCOC1 (THF), C1CCOC1 (THF). Run at temperature 50 celsius, time 16 hour. Yields the product ClC1=CC=C(C=C1)C=1C(=NC(=C(C#N)C1)CC1=CC(=C(C=C1)F)F)C1=C(C=C(C=C1)Cl)Cl (5-(4-Chlorophenyl)-6-(2,4-dichlorophenyl)-2-(3,4-difluorobenzyl)nicotinonitrile). As a reaction SMILES: Cl[C:2]1[N:9]=[C:8]([C:10]2[CH:15]=[CH:14][C:13]([Cl:16])=[CH:12][C:11]=2[Cl:17])[C:7]([C:18]2[CH:23]=[CH:22][C:21]([Cl:24])=[CH:20][CH:19]=2)=[CH:6][C:3]=1[C:4]#[N:5].[Br-].[F:26][C:27]1[CH:28]=[C:29]([CH:32]=[CH:33][C:34]=1[F:35])[CH2:30][Zn+]>C1COCC1.[Pd].C1(P(C2C=CC=CC=2)C2C=CC=CC=2)C=CC=CC=1.C1(P(C2C=CC=CC=2)C2C=CC=CC=2)C=CC=CC=1.C1(P(C2C=CC=CC=2)C2C=CC=CC=2)C=CC=CC=1.C1(P(C2C=CC=CC=2)C2C=CC=CC=2)C=CC=CC=1>[Cl:24][C:21]1[CH:20]=[CH:19][C:18]([C:7]2[C:8]([C:10]3[CH:15]=[CH:14][C:13]([Cl:16])=[CH:12][C:11]=3[Cl:17])=[N:9][C:2]([CH2:30][C:29]3[CH:32]=[CH:33][C:34]([F:35])=[C:27]([F:26])[CH:28]=3)=[C:3]([CH:6]=2)[C:4]#[N:5])=[CH:23][CH:22]=1 |f:1.2,4.5.6.7.8|. Reported procedure: To a dried round bottom flask was added THF (1 mL), the product of Example 36 (0.050 g; 0.127 mmol), 3,4-diflourobenzylzinc bromide (0.27 mL of a 0.5 M solution in THF; 0.134 mmol), and tetrakis(triphenylphosphine) palladium (0) (0.008 g; 5 mol %). The reaction was evacuated and purged with nitrogen several times and stirred at 50° C. for 16 hours. The reaction mixture was cooled to room temperature and diluted with ethyl acetate and washed with saturated aq. NaHCO3 solution (3×), and brine. The... Reactants: C(C)(C)(C)OC(=O)N1CC2CN(CC2C1)CC=1SC2=C(N=C(N=C2N2CCOCC2)Cl)N1 (5-(5-chloro-7-morpholin-4-yl-thiazolo[4,5-d]pyrimidin-2-ylmethyl)-hexahydro-pyrrolo[3,4-c]pyrrole-2-carboxylic acid tert-butyl ester), C(C)(C)(C)OC(=O)N1CCC2(CNC2)CC1 (2,7-diaza-spiro[3.5]nonane-7-carboxylic acid tert-butyl ester). Product: C(C)(C)(C)OC(=O)N1CCC2(CN(C2)CC=2SC3=C(N=C(N=C3N3CCOCC3)Cl)N2)CC1 (2-(5-Chloro-7-morpholin-4-yl-thiazolo[4,5-d]pyrimidin-2-ylmethyl)-2,7-diaza-spiro[3.5]nonane-7-carboxylic acid tert-butyl ester), solid. Yield: 72.0%. As a reaction SMILES: [C:1]([O:5][C:6]([N:8]1[CH2:15][CH:14]2[CH:10]([CH2:11][N:12]([CH2:16][C:17]3[S:18][C:19]4[C:24]([N:25]5[CH2:30][CH2:29][O:28][CH2:27][CH2:26]5)=[N:23][C:22]([Cl:31])=[N:21][C:20]=4[N:32]=3)[CH2:13]2)[CH2:9]1)=[O:7])([CH3:4])([CH3:3])[CH3:2].[C:33](OC(N1CCC2(CNC2)CC1)=O)(C)(C)C>>[C:1]([O:5][C:6]([N:8]1[CH2:15][CH2:14][C:10]2([CH2:13][N:12]([CH2:16][C:17]3[S:18][C:19]4[C:24]([N:25]5[CH2:30][CH2:29][O:28][CH2:27][CH2:26]5)=[N:23][C:22]([Cl:31])=[N:21][C:20]=4[N:32]=3)[CH2:11]2)[CH2:9][CH2:33]1)=[O:7])([CH3:4])([CH3:2])[CH3:3]. Reported procedure: Prepared according to the method used in the preparation of 5-(5-chloro-7-morpholin-4-yl-thiazolo[4,5-d]pyrimidin-2-ylmethyl)-hexahydro-pyrrolo[3,4-c]pyrrole-2-carboxylic acid tert-butyl ester using 2,7-diaza-spiro[3.5]nonane-7-carboxylic acid tert-butyl ester in place of hexahydro-pyrrolo[3,4-c]pyrrole-2-carboxylic acid tert-butyl ester. The title compound was obtained as a white solid (46.4 mg, 72%).